From a dataset of the Open Reaction Database (ORD), a public repository of structured organic reaction records. describe an organic reaction: reactants, conditions, products, and yield Reactants: C(C1=CC=CC=C1)OC1=C2CCCC(C2=CC=C1)C(=O)O (5-benzyloxy-1,2,3,4-tetrahydronaphthalene-1-carboxylic acid), CN(C1=CC=C(C=C1)CNC=1C=NC(=CC1)C(C)C)C ([(4-dimethylaminophenyl)methyl](6-isopropylpyridin-3-yl)amine). Yields the product C(C1=CC=CC=C1)OC1=C2CCCC(C2=CC=C1)C(=O)N(C=1C=NC(=CC1)C(C)C)CC1=CC=C(C=C1)N(C)C (5-benzyloxy-N-[(4-dimethylaminophenyl)methyl]-N-(6-isopropylpyridin-3-yl)-1,2,3,4-tetrahydronaphthalene-1-carboxamide). The yield is 41.3%. Reaction SMILES: [CH2:1]([O:8][C:9]1[CH:18]=[CH:17][CH:16]=[C:15]2[C:10]=1[CH2:11][CH2:12][CH2:13][CH:14]2[C:19](O)=[O:20])[C:2]1[CH:7]=[CH:6][CH:5]=[CH:4][CH:3]=1.[CH3:22][N:23]([CH3:41])[C:24]1[CH:29]=[CH:28][C:27]([CH2:30][NH:31][C:32]2[CH:33]=[N:34][C:35]([CH:38]([CH3:40])[CH3:39])=[CH:36][CH:37]=2)=[CH:26][CH:25]=1>>[CH2:1]([O:8][C:9]1[CH:18]=[CH:17][CH:16]=[C:15]2[C:10]=1[CH2:11][CH2:12][CH2:13][CH:14]2[C:19]([N:31]([CH2:30][C:27]1[CH:26]=[CH:25][C:24]([N:23]([CH3:41])[CH3:22])=[CH:29][CH:28]=1)[C:32]1[CH:33]=[N:34][C:35]([CH:38]([CH3:39])[CH3:40])=[CH:36][CH:37]=1)=[O:20])[C:2]1[CH:3]=[CH:4][CH:5]=[CH:6][CH:7]=1. Procedure: By the reaction and treatment in the same manner as in Example 12 using 5-benzyloxy-1,2,3,4-tetrahydronaphthalene-1-carboxylic acid (0.5 g) and [(4-dimethylaminophenyl)methyl](6-isopropylpyridin-3-yl)amine (0.48 g) as starting materials, 5-benzyloxy-N-[(4-dimethylaminophenyl)methyl]-N-(6-isopropylpyridin-3-yl)-1,2,3,4-tetrahydronaphthalene-1-carboxamide (0.39 g) was obtained. Starting materials: [BH4-], COc1ccc2c(c1)CCN=C2c1ccc(OCc2ccccc2)cc1, CO, [Na+]. Yields the product COc1ccc2c(c1)CCNC2c1ccc(OCc2ccccc2)cc1. As a reaction SMILES: [BH4-:1].[CH2:3]([c:4]1[cH:5][cH:6][cH:7][cH:8][cH:9]1)[O:10][c:11]1[cH:12][cH:13][c:14]([C:17]2=[N:18][CH2:19][CH2:20][c:21]3[cH:22][c:23]([O:27][CH3:28])[cH:24][cH:25][c:26]32)[cH:15][cH:16]1.[CH3:29][OH:30].[Na+:2]>>[CH2:3]([c:4]1[cH:5][cH:6][cH:7][cH:8][cH:9]1)[O:10][c:11]1[cH:12][cH:13][c:14]([CH:17]2[NH:18][CH2:19][CH2:20][c:21]3[cH:22][c:23]([O:27][CH3:28])[cH:24][cH:25][c:26]32)[cH:15][cH:16]1. Reactants: CCNC(=O)Nc1ccc(-c2nc3c(c(N4CCOCC4CC)n2)CCNC3)cc1, CN(C)C=O, CCN(C(C)C)C(C)C, CC(C)I. The product is CCNC(=O)Nc1ccc(-c2nc3c(c(N4CCOCC4CC)n2)CCN(C(C)C)C3)cc1. Reaction SMILES: [CH2:1]([CH3:2])[NH:3][C:4](=[O:5])[NH:6][c:7]1[cH:8][cH:9][c:10](-[c:13]2[n:14][c:15]([N:23]3[CH:24]([CH2:29][CH3:30])[CH2:25][O:26][CH2:27][CH2:28]3)[c:16]3[c:17]([n:18]2)[CH2:19][NH:20][CH2:21][CH2:22]3)[cH:11][cH:12]1.[CH3:31][N:32]([CH3:33])[CH:34]=[O:35].[CH:36]([CH3:37])([CH3:38])[N:39]([CH2:40][CH3:41])[CH:42]([CH3:43])[CH3:44].[CH:45]([I:46])([CH3:47])[CH3:48]>>[CH2:1]([CH3:2])[NH:3][C:4](=[O:5])[NH:6][c:7]1[cH:8][cH:9][c:10](-[c:13]2[n:14][c:15]([N:23]3[CH:24]([CH2:29][CH3:30])[CH2:25][O:26][CH2:27][CH2:28]3)[c:16]3[c:17]([n:18]2)[CH2:19][N:20]([CH:36]([CH3:37])[CH3:38])[CH2:21][CH2:22]3)[cH:11][cH:12]1. Starting materials: ClC1=CC=C(C=C1)C1=NC2=CC(=CC=C2C(N1)=O)C(F)(F)F (2-(4-chlorophenyl)-7-trifluoromethyl-3H-quinazolin-4-one), P(=O)(Cl)(Cl)Cl (phosphorus oxychloride). The solvent is O1CCOCC1 (dioxane). Yields the product ClC1=NC(=NC2=CC(=CC=C12)C(F)(F)F)C1=CC=C(C=C1)Cl (4-Chloro-2-(4-chloro-phenyl)-7-trifluoromethylquinazoline). As a reaction SMILES: [Cl:1][C:2]1[CH:7]=[CH:6][C:5]([C:8]2[NH:17][C:16](=O)[C:15]3[C:10](=[CH:11][C:12]([C:19]([F:22])([F:21])[F:20])=[CH:13][CH:14]=3)[N:9]=2)=[CH:4][CH:3]=1.P(Cl)(Cl)([Cl:25])=O>O1CCOCC1>[Cl:25][C:16]1[C:15]2[C:10](=[CH:11][C:12]([C:19]([F:22])([F:21])[F:20])=[CH:13][CH:14]=2)[N:9]=[C:8]([C:5]2[CH:6]=[CH:7][C:2]([Cl:1])=[CH:3][CH:4]=2)[N:17]=1. Procedure: To a stirred suspension of 2-(4-chlorophenyl)-7-trifluoromethyl-3H-quinazolin-4-one (50 g, 0.15 mol) in dioxane (400 mL) was added dropwise phosphorus oxychloride (43 mL, 0.46 mol). The suspension was then heated at reflux for 2 h then allowed to cool to room temperature and evaporated under reduced pressure. The remaining solid was dissolved in dioxane (1 L) and an aqueous solution of sodium hydroxide (50 mL, 10% weight/weight (w/w)) was added dropwise maintaining the internal temperature≦10° C... The reactants are BrC1=CC=C(S1)C=CC(=O)O (3-(5-Bromo-thiophen-2-yl)-acrylic acid), FC1=C(C=CC=C1)B(O)O (2-fluorophenylboronic acid), C([O-])([O-])=O.[Na+].[Na+] (sodium carbonate). Reagents/catalysts: C=1C=CC(=CC1)[P](C=2C=CC=CC2)(C=3C=CC=CC3)[Pd]([P](C=4C=CC=CC4)(C=5C=CC=CC5)C=6C=CC=CC6)([P](C=7C=CC=CC7)(C=8C=CC=CC8)C=9C=CC=CC9)[P](C=1C=CC=CC1)(C=1C=CC=CC1)C=1C=CC=CC1 (tetrakis(triphenylphosphine)palladium). Solvent: COCCOC (DME), COCCOC (DME). Run at time 10 minute. The product is FC1=C(C=CC=C1)C1=CC=C(S1)C=CC(=O)O (3-[5-(2-Fluoro-phenyl)-thiophen-2-yl]-acrylic Acid). Reaction SMILES: Br[C:2]1[S:6][C:5]([CH:7]=[CH:8][C:9]([OH:11])=[O:10])=[CH:4][CH:3]=1.[F:12][C:13]1[CH:18]=[CH:17][CH:16]=[CH:15][C:14]=1B(O)O.C(=O)([O-])[O-].[Na+].[Na+]>COCCOC.C1C=CC([P]([Pd]([P](C2C=CC=CC=2)(C2C=CC=CC=2)C2C=CC=CC=2)([P](C2C=CC=CC=2)(C2C=CC=CC=2)C2C=CC=CC=2)[P](C2C=CC=CC=2)(C2C=CC=CC=2)C2C=CC=CC=2)(C2C=CC=CC=2)C2C=CC=CC=2)=CC=1>[F:12][C:13]1[CH:18]=[CH:17][CH:16]=[CH:15][C:14]=1[C:2]1[S:6][C:5]([CH:7]=[CH:8][C:9]([OH:11])=[O:10])=[CH:4][CH:3]=1 |f:2.3.4,^1:37,39,58,77|. Procedure: 9.38 g (40.2 mmol) of 3-(5-Bromo-thiophen-2-yl)-acrylic acid and 6.97 g (6 mmol) of tetrakis(triphenylphosphine)palladium were dissolved in 50 ml of degassed DME and stirred for 10 min at room temperature. 8.44 g (60.4 mmol) of 2-fluorophenylboronic acid and 50 ml of a 2 M aqueous sodium carbonate solution were added together with an additional 5 ml of degassed DME. The reaction mixture was heated to 95° C. for 4 h, and then stirred at room temperature for 16 h. The product precipitated partiall... The reactants are N1C=C(C=2C1=NC=CC2)C=2N=C(SC2)N (4-(1H-pyrrolo[2,3-b]pyridin-3-yl)-thiazol-2-ylamine), BrC(C(=O)Br)C (2-bromopropionylbromide), NC(=S)N (thiourea), N1C=CC2=CC=CN=C12 (7-azaindole), [Al+3].[Cl-].[Cl-].[Cl-] (AlCl3). Product: CC1=C(N=C(S1)N)C1=CNC2=NC=CC=C21 (5-Methyl-4-(1H-pyrrolo[2,3-b]pyridin-3-yl)thiazol-2-amine). As a reaction SMILES: [NH:1]1[C:5]2=[N:6][CH:7]=[CH:8][CH:9]=[C:4]2[C:3]([C:10]2[N:11]=[C:12]([NH2:15])[S:13][CH:14]=2)=[CH:2]1.N1C2C(=CC=CN=2)C=[CH:17]1.[Al+3].[Cl-].[Cl-].[Cl-].BrC(C)C(Br)=O.NC(N)=S>>[CH3:17][C:14]1[S:13][C:12]([NH2:15])=[N:11][C:10]=1[C:3]1[C:4]2[C:5](=[N:6][CH:7]=[CH:8][CH:9]=2)[NH:1][CH:2]=1 |f:2.3.4.5|. Procedure: The title compound was synthesized in 2 steps in a manner similar to that described for 4-(1H-pyrrolo[2,3-b]pyridin-3-yl)-thiazol-2-ylamine, using 7-azaindole (1.0 g, 8.47 mmol), AlCl3 (3.4 g, 25.41 mmol, 3 eq),2-bromopropionylbromide (1.1 mL, 10.58 mmol) and thiourea (0.57 g, 7.5 mmol) (0.93 g, 41%, 2 steps) as a brown solid. Mass Spec.; MS 231 (M+1); 1H NMR(DMSO-d6, 500 MHz) δ 11.71 (s,1H), 8.36(dd, 1H), 8.21(dd,1H), 7.53(d,1H), 7.06(dd,1H), 6.67(brs,2H),2.31(s,3H). The reactants are BrC=1C=C(C(=CC1)O)O (4-bromobenzene-1,2-diol), C([O-])([O-])=O.[Cs+].[Cs+] (cesium carbonate), BrC(C)Br (1,1-dibromoethane). The solvent is CC(=O)C (acetone), CCOC(=O)C (EtOAc). Yields the product BrC1=CC2=C(OC(O2)C)C=C1 (5-bromo-2-methylbenzo[d][1,3]dioxole). RXN SMILES: [Br:1][C:2]1[CH:3]=[C:4]([OH:9])[C:5]([OH:8])=[CH:6][CH:7]=1.C(=O)([O-])[O-].[Cs+].[Cs+].Br[CH:17](Br)[CH3:18]>CC(C)=O.CCOC(C)=O>[Br:1][C:2]1[CH:7]=[CH:6][C:5]2[O:8][CH:17]([CH3:18])[O:9][C:4]=2[CH:3]=1 |f:1.2.3|. Procedure details: To a solution of 4-bromobenzene-1,2-diol (500 mg, 2.65 mmol) in acetone (4 mL) was added cesium carbonate (1.90 g, 5.82 mmol) and 1,1-dibromoethane (1.09 g, 5.82 mmol). The mixture was microwaved to 120° C. for 3 h. After cooling, the reaction mixture was diluted with EtOAc, extracted with H2O, brine, dried over Na2SO4, filtered and concentrated and purified by flash column chromatography (silica gel, 0 to 10% ethyl acetate/hexanes) to give the product. 1H-NMR: 400 MHz, (CDCl3) δ 6.93-6.89 (m, 2... The reactants are N#N (N2), COC1=CC=C(COCC2=NOC(=C2)C)C=C1 (3-((4-methoxybenzyloxy)methyl)-5-methylisoxazole), C(C)(=O)[O-].[K+] (potassium acetate), BrC1=C(C#N)C=CC=C1 (2-bromobenzonitrile). Reagents/catalysts: [Pd](Cl)Cl (palladium(II) chloride). Solvent: O (water), CC(=O)N(C)C (DMA). Reaction conditions: temperature 130 celsius. The product is COC1=CC=C(COCC2=NOC(=C2C2=C(C#N)C=CC=C2)C)C=C1 (2-(3-((4-methoxybenzyloxy)methyl)-5-methylisoxazol-4-yl)benzonitrile). As a reaction SMILES: C([O-])(=O)C.[K+].Br[C:7]1[CH:14]=[CH:13][CH:12]=[CH:11][C:8]=1[C:9]#[N:10].N#N.[CH3:17][O:18][C:19]1[CH:33]=[CH:32][C:22]([CH2:23][O:24][CH2:25][C:26]2[CH:30]=[C:29]([CH3:31])[O:28][N:27]=2)=[CH:21][CH:20]=1>O.[Pd](Cl)Cl.CC(N(C)C)=O>[CH3:17][O:18][C:19]1[CH:20]=[CH:21][C:22]([CH2:23][O:24][CH2:25][C:26]2[C:30]([C:7]3[CH:14]=[CH:13][CH:12]=[CH:11][C:8]=3[C:9]#[N:10])=[C:29]([CH3:31])[O:28][N:27]=2)=[CH:32][CH:33]=1 |f:0.1|. Reported procedure: To a resealable vial was added potassium acetate (112 mg, 1.143 mmol), palladium(II) chloride (0.507 mg, 2.86 μmol), and 2-bromobenzonitrile (104 mg, 0.572 mmol). The vial was sealed and evacuated and purged with N2 (3×) before addition of DMA (4 mL) and 3-((4-methoxybenzyloxy)methyl)-5-methylisoxazole (200 mg, 0.857 mmol). The vial was heated to 130° C. overnight. The reaction was cooled to room temperature and diluted with water. The aqueous was extracted with EtOAc and the combined organics w... The reactants are C1(=CC=CS1)CNC1=C(C(C2=CC=CC=C2)O)C=C(C=C1)[N+](=O)[O-] (2-(2-thenylamino)-5-nitrobenzhydrol), C(N)(OCC)=O (ethyl carbamate). The reagents and catalysts are [Cl-].[Zn+2].[Cl-] (zinc chloride). Solvent: C(Cl)(Cl)Cl (chloroform). Reaction conditions: temperature 180 celsius. Yields the product C1(=CC=CS1)CN1C(NC(C2=CC(=CC=C12)[N+](=O)[O-])C1=CC=CC=C1)=O (1-(2-thenyl)-4-phenyl-6-nitro-3,4-dihydro-2(1H)-quinazolinone). Reaction SMILES: [C:1]1([CH2:6][NH:7][C:8]2[CH:21]=[CH:20][C:19]([N+:22]([O-:24])=[O:23])=[CH:18][C:9]=2[CH:10](O)[C:11]2[CH:16]=[CH:15][CH:14]=[CH:13][CH:12]=2)[S:5][CH:4]=[CH:3][CH:2]=1.[C:25](=O)([O:27]CC)[NH2:26]>C(Cl)(Cl)Cl.[Cl-].[Zn+2].[Cl-]>[C:1]1([CH2:6][N:7]2[C:8]3[C:9](=[CH:18][C:19]([N+:22]([O-:24])=[O:23])=[CH:20][CH:21]=3)[CH:10]([C:11]3[CH:16]=[CH:15][CH:14]=[CH:13][CH:12]=3)[NH:26][C:25]2=[O:27])[S:5][CH:4]=[CH:3][CH:2]=1 |f:3.4.5|. Procedure details: A mixture of 3.42 g of 2-(2-thenylamino)-5-nitrobenzhydrol, 6 g of ethyl carbamate and 0.5 g of zinc chloride was heated at 180° C. (bath temperature) for 2 hours. After cooling, the reaction mixture was dissolved in chloroform and the chloroform solution was washed with water and dried over anhydrous sodium sulfate. The solvent was removed under reduced pressure to give 1-(2-thenyl)-4-phenyl-6-nitro-3,4-dihydro-2(1H)-quinazolinone. The reactants are [Na+].N1=C(C=CC=C1)S(=O)[O-] (pyridine-2-sulfinate sodium salt), BrC1=C(SC=C1)C=O (3-bromothiophene-2-carbaldehyde). Solvent: CS(=O)C (dimethyl sulfoxide). Conditions: temperature 125 celsius. Yields the product N1=C(C=CC=C1)S(=O)(=O)C1=C(SC=C1)C=O (3-(pyridine-2-sulfonyl)thiophene-2-carbaldehyde). The yield is 6.4%. RXN SMILES: [Na+].[N:2]1[CH:7]=[CH:6][CH:5]=[CH:4][C:3]=1[S:8]([O-:10])=[O:9].Br[C:12]1[CH:16]=[CH:15][S:14][C:13]=1[CH:17]=[O:18]>CS(C)=O>[N:2]1[CH:7]=[CH:6][CH:5]=[CH:4][C:3]=1[S:8]([C:12]1[CH:16]=[CH:15][S:14][C:13]=1[CH:17]=[O:18])(=[O:10])=[O:9] |f:0.1|. Procedure: A mixture of pyridine-2-sulfinate sodium salt (8.5 g), 3-bromothiophene-2-carbaldehyde (6.5 g) and dimethyl sulfoxide (50 mL) (split equally into four microwave vials) was heated by microwave irradiation at 125° C. for 45 minutes. The combined mixtures were diluted with ethyl acetate, washed with saturated aqueous sodium hydrogen carbonate solution and saturated aqueous sodium chloride solution and dried over magnesium sulfate. The solvent was removed under reduced pressure and the residue was p...